From a dataset of the Open Reaction Database (ORD), a public repository of structured organic reaction records. describe an organic reaction: reactants, conditions, products, and yield The reactants are O=C(Cl)c1cccnc1, CCN(C(C)C)C(C)C, Cl, Nc1ccc(C(CC2CCCC2)C(=O)Nc2ccccn2)cc1, C1CCOC1. The product is O=C(Nc1ccc(C(CC2CCCC2)C(=O)Nc2ccccn2)cc1)c1cccnc1. As a reaction SMILES: [C:34]([c:35]1[cH:36][n:37][cH:38][cH:39][cH:40]1)(=[O:41])[Cl:42].[CH:24]([N:25]([CH2:26][CH3:27])[CH:28]([CH3:29])[CH3:30])([CH3:31])[CH3:32].[ClH:33].[NH2:1][c:2]1[cH:3][cH:4][c:5]([CH:8]([C:9](=[O:10])[NH:11][c:12]2[n:13][cH:14][cH:15][cH:16][cH:17]2)[CH2:18][CH:19]2[CH2:20][CH2:21][CH2:22][CH2:23]2)[cH:6][cH:7]1.[O:43]1[CH2:44][CH2:45][CH2:46][CH2:47]1>>[NH:1]([c:2]1[cH:3][cH:4][c:5]([CH:8]([C:9](=[O:10])[NH:11][c:12]2[n:13][cH:14][cH:15][cH:16][cH:17]2)[CH2:18][CH:19]2[CH2:20][CH2:21][CH2:22][CH2:23]2)[cH:6][cH:7]1)[C:34]([c:35]1[cH:36][n:37][cH:38][cH:39][cH:40]1)=[O:41]. The reactants are O=C1CCC(=O)N1Br, O=C(OOC(=O)c1ccccc1)c1ccccc1, ClC(Cl)(Cl)Cl, COc1cc(-c2nc3ccccc3o2)ccc1C. Yields the product COc1cc(-c2nc3ccccc3o2)ccc1CBr. RXN SMILES: [Br:37][N:38]1[C:39](=[O:40])[CH2:41][CH2:42][C:43]1=[O:44].[C:19]([O:20][O:21][C:22](=[O:23])[c:24]1[cH:25][cH:26][cH:27][cH:28][cH:29]1)(=[O:30])[c:31]1[cH:32][cH:33][cH:34][cH:35][cH:36]1.[C:45]([Cl:46])([Cl:47])([Cl:48])[Cl:49].[CH3:1][O:2][c:3]1[cH:4][c:5](-[c:10]2[o:11][c:12]3[c:13]([n:14]2)[cH:15][cH:16][cH:17][cH:18]3)[cH:6][cH:7][c:8]1[CH3:9]>>[CH3:1][O:2][c:3]1[cH:4][c:5](-[c:10]2[o:11][c:12]3[c:13]([n:14]2)[cH:15][cH:16][cH:17][cH:18]3)[cH:6][cH:7][c:8]1[CH2:9][Br:37]. Run at temperature 60 celsius, time 26 hour. Reaction SMILES: [CH3:1][O:2][CH2:3][CH2:4][O:5][C:6](=[O:8])[NH2:7].[N:9]([CH2:12][CH2:13][CH2:14][CH2:15][CH2:16][C:17](Cl)=[O:18])=[C:10]=[O:11]>[Cl-].[Zn+2].[Cl-]>[CH3:1][O:2][CH2:3][CH2:4][O:5][C:6](=[O:8])[NH:7][C:17](=[O:18])[CH2:16][CH2:15][CH2:14][CH2:13][CH2:12][N:9]=[C:10]=[O:11] |f:2.3.4|. Reagents/catalysts: [Cl-].[Zn+2].[Cl-] (zinc chloride). The reactants are COCCOC(N)=O (carbamic acid-β-methoxyethyl ester), N(=C=O)CCCCCC(=O)Cl (6-isocyanato-caproyl chloride). Product: COCCOC(NC(CCCCCN=C=O)=O)=O (N-(6-isocyanato-caproyl)-carbamic acid-β-methoxyethyl ester). Yield: 85.2%. Procedure details: 6.65 g (0.05 mol) of carbamic acid-β-methoxyethyl ester and 0.15 g of zinc chloride were heated to 50° C. 8.8 g (0.05 mol) of 6-isocyanato-caproyl chloride were added dropwise to the resulting melt. Nitrogen was passed through the mixture while it was heated to 60° C. for 3 hours and then to 100° C. for 26 hours. The reaction was then terminated (IR control). The mixture was cooled, taken up in 100 ml of toluene and decanted to remove insoluble constituents; the toluene was removed under vacuum.... Starting materials: C(C)OC(C(CC(C)C)C=1C=C(C=C(C1)C1N(C(CCC1)C(F)(F)F)CC1=CC=C(C=C1)C(F)(F)F)C1=CC=C(C=C1)C(F)(F)F)=O (4-methyl-2-{4′-trifluoromethyl-5-[6-trifluoromethyl-1-(4-trifluoromethyl-benzyl)-piperidin-2-yl]-biphenyl-3-yl}-pentanoic acid ethyl ester), compound 8a, [OH-].[K+] (KOH). Solvent: CCO (EtOH). Conditions: temperature 78 celsius. Product: CC(CC(C(=O)O)C=1C=C(C=C(C1)C1N(C(CCC1)C(F)(F)F)CC1=CC=C(C=C1)C(F)(F)F)C1=CC=C(C=C1)C(F)(F)F)C (4-Methyl-2-{4′-trifluoromethyl-5-[6-trifluoromethyl-1-(4-trifluoromethyl-benzyl)-piperidin-2-yl]-biphenyl-3-yl}-pentanoic acid). Reaction SMILES: C([O:3][C:4](=[O:47])[CH:5]([C:10]1[CH:11]=[C:12]([C:37]2[CH:42]=[CH:41][C:40]([C:43]([F:46])([F:45])[F:44])=[CH:39][CH:38]=2)[CH:13]=[C:14]([CH:16]2[CH2:21][CH2:20][CH2:19][CH:18]([C:22]([F:25])([F:24])[F:23])[N:17]2[CH2:26][C:27]2[CH:32]=[CH:31][C:30]([C:33]([F:36])([F:35])[F:34])=[CH:29][CH:28]=2)[CH:15]=1)[CH2:6][CH:7]([CH3:9])[CH3:8])C.[OH-].[K+]>CCO>[CH3:8][CH:7]([CH3:9])[CH2:6][CH:5]([C:10]1[CH:11]=[C:12]([C:37]2[CH:38]=[CH:39][C:40]([C:43]([F:46])([F:44])[F:45])=[CH:41][CH:42]=2)[CH:13]=[C:14]([CH:16]2[CH2:21][CH2:20][CH2:19][CH:18]([C:22]([F:23])([F:24])[F:25])[N:17]2[CH2:26][C:27]2[CH:32]=[CH:31][C:30]([C:33]([F:34])([F:35])[F:36])=[CH:29][CH:28]=2)[CH:15]=1)[C:4]([OH:47])=[O:3] |f:1.2|. Reported procedure: To a solution of 4-methyl-2-{4′-trifluoromethyl-5-[6-trifluoromethyl-1-(4-trifluoromethyl-benzyl)-piperidin-2-yl]-biphenyl-3-yl}-pentanoic acid ethyl ester, compound 8a (25 mg, 0.037 mmol), in EtOH (2 mL) was added 2M KOH (74 μl, 0.148 mmol). The reaction was heated to 78° C. for 5 hours, cooled to room temperature, and concentrated in vacuo. Purification via Gilson HPLC, followed by salt exchange with aqueous 1N HCl gave the product as a white solid. (2.1 mg, 9%) 1H NMR (300 MHz, MeOD) δ ppm 0.... Starting materials: CC(=O)N1CCN(c2ccc(Nc3ncc(C(N)=O)c(NCC4CCN(C(=O)OC(C)(C)C)CC4)n3)cc2)CC1, O=C(O)C(F)(F)F. The product is CC(=O)N1CCN(c2ccc(Nc3ncc(C(N)=O)c(NCC4CCNCC4)n3)cc2)CC1. RXN SMILES: [C:1]([CH3:2])(=[O:3])[N:4]1[CH2:5][CH2:6][N:7]([c:10]2[cH:11][cH:12][c:13]([NH:16][c:17]3[n:18][cH:19][c:20]([C:38]([NH2:39])=[O:40])[c:21]([NH:23][CH2:24][CH:25]4[CH2:26][CH2:27][N:28]([C:31]([O:32][C:33]([CH3:34])([CH3:35])[CH3:36])=[O:37])[CH2:29][CH2:30]4)[n:22]3)[cH:14][cH:15]2)[CH2:8][CH2:9]1.[F:41][C:42]([F:43])([F:44])[C:45]([OH:46])=[O:47]>>[C:1]([CH3:2])(=[O:3])[N:4]1[CH2:5][CH2:6][N:7]([c:10]2[cH:11][cH:12][c:13]([NH:16][c:17]3[n:18][cH:19][c:20]([C:38]([NH2:39])=[O:40])[c:21]([NH:23][CH2:24][CH:25]4[CH2:26][CH2:27][NH:28][CH2:29][CH2:30]4)[n:22]3)[cH:14][cH:15]2)[CH2:8][CH2:9]1. Starting materials: O1CCOC12CCC(CC2)C2=[N+](C=CC=C2)[O-] (2-(1,4-Dioxaspiro[4.5]dec-8-yl)pyridine N-oxide), [OH-].[Na+] (sodium hydroxide), C(C)(=O)O (acetic acid), Cl (hydrochloric acid). Solvent: O (water). Conditions: temperature 45 celsius. Yields the product O=C1CCC(CC1)C1=[N+](C=CC=C1)[O-] (2-(4-Oxocyclohexyl)pyridine N-oxide). Yield: 73.8%. RXN SMILES: O1[C:5]2([CH2:10][CH2:9][CH:8]([C:11]3[CH:16]=[CH:15][CH:14]=[CH:13][N+:12]=3[O-:17])[CH2:7][CH2:6]2)[O:4]CC1.C(O)(=O)C.Cl.[OH-].[Na+]>O>[O:4]=[C:5]1[CH2:10][CH2:9][CH:8]([C:11]2[CH:16]=[CH:15][CH:14]=[CH:13][N+:12]=2[O-:17])[CH2:7][CH2:6]1 |f:3.4|. Procedure: 2-(1,4-Dioxaspiro[4.5]dec-8-yl)pyridine N-oxide (3 g, 12.75 mmol) was combined with glacial acetic acid (20 mL), concentrated hydrochloric acid (10 mL), and water (10 mL). The resulting mixture was heated to 45° C. for 24 hours. The reaction was cooled to 0° C. and the pH was adjusted to 6 with 20% sodium hydroxide solution. The phases were separated and the aqueous layer was extracted with ethyl acetate (3×100 mL). The combined organic extracts were washed with water and brine, then dried (sodi... Reactants: C(CCC)OC(=O)NCC1CCN(CC1)C1=C(C=NN1C)NC(=O)C=1N=C(SC1NC(OC(C)(C)C)=O)Br (tert-butyl 4-(5-(4-(butyloxycarbonylaminomethyl)piperidin-1-yl)-1-methyl-1H-pyrazol-4-ylcarbamoyl)-2-bromothiazol-5-ylcarbamate), C1(=CCCC1)B(O)O (cyclopent-1-ene-1-boronic acid). Yields the product NC1=C(N=C(S1)C1=CCCC1)C(=O)NC=1C=NN(C1N1CCC(CC1)CN)C (5-amino-N-(5-(4-(aminomethyl)piperidin-1-yl)-1-methyl-1H-pyrazol-4-yl)-2-cyclopentenylthiazole-4-carboxamide). Yield: 29.0%. As a reaction SMILES: C(OC([NH:8][CH2:9][CH:10]1[CH2:15][CH2:14][N:13]([C:16]2[N:20]([CH3:21])[N:19]=[CH:18][C:17]=2[NH:22][C:23]([C:25]2[N:26]=[C:27](Br)[S:28][C:29]=2[NH:30]C(=O)OC(C)(C)C)=[O:24])[CH2:12][CH2:11]1)=O)CCC.[C:39]1(B(O)O)[CH2:43][CH2:42][CH2:41][CH:40]=1>>[NH2:30][C:29]1[S:28][C:27]([C:39]2[CH2:43][CH2:42][CH2:41][CH:40]=2)=[N:26][C:25]=1[C:23]([NH:22][C:17]1[CH:18]=[N:19][N:20]([CH3:21])[C:16]=1[N:13]1[CH2:14][CH2:15][CH:10]([CH2:9][NH2:8])[CH2:11][CH2:12]1)=[O:24]. Procedure: Following Example 278, Suzuki coupling of tert-butyl 4-(5-(4-(butyloxycarbonylaminomethyl)piperidin-1-yl)-1-methyl-1H-pyrazol-4-ylcarbamoyl)-2-bromothiazol-5-ylcarbamate and cyclopent-1-ene-1-boronic acid gave 256 as an off-white solid (23 mg, 29% over two steps). 1H NMR (400 MHz, d6-DMSO) δ 8.60 (s, 1H), 7.46 (s, 1H), 7.36 (s, 2H), 6.21 (t, J=2.4 Hz, 1H), 3.66 (s, 3H), 3.12-2.97 (m, 4H), 2.75 (t, J=7.3 Hz, 2H), 2.54 (s, 2H), 2.48 (d, J=5.9 Hz, 2H), 2.03-1.93 (m, 2H), 1.84-1.74 (m, 4H), 1.33-1.1...